From a dataset of the Open Reaction Database (ORD), a public repository of structured organic reaction records. describe an organic reaction: reactants, conditions, products, and yield The reactants are CN(C=O)C (N,N-dimethylformamide), FC(C1CNCCC1)(F)F (3-trifluoromethylpiperidine), C(C#CC)OC1=NC=NC(=C1F)Cl (4-(2-butynyloxy)-5-fluoro-6-chloropyrimidine), C([O-])([O-])=O.[K+].[K+] (potassium carbonate). Solvent: C(C)(=O)OCC (ethyl acetate). Reaction conditions: temperature 70 celsius, time 5 hour. Yields the product C(C#CC)OC1=NC=NC(=C1F)N1CC(CCC1)C (4-(2-butynyloxy)-5-fluoro-6-(3-methylpiperidino)pyrimidine). Yield: 108.6%. RXN SMILES: CN(C)C=O.[CH2:6]([O:10][C:11]1[C:16]([F:17])=[C:15](Cl)[N:14]=[CH:13][N:12]=1)[C:7]#[C:8][CH3:9].C(=O)([O-])[O-].[K+].[K+].F[C:26](F)(F)[CH:27]1[CH2:32][CH2:31][CH2:30][NH:29][CH2:28]1>C(OCC)(=O)C>[CH2:6]([O:10][C:11]1[C:16]([F:17])=[C:15]([N:29]2[CH2:30][CH2:31][CH2:32][CH:27]([CH3:26])[CH2:28]2)[N:14]=[CH:13][N:12]=1)[C:7]#[C:8][CH3:9] |f:2.3.4|. Procedure details: Into 2 ml of N,N-dimethylformamide was resolved 0.2 g of 4-(2-butynyloxy)-5-fluoro-6-chloropyrimidine, 0.28 g of potassium carbonate and 0.15 g of 3-trifluoromethylpiperidine was added therein, and the mixture was stirred for 5 hours at 70° C. The reaction mixture was cooled to near room temperature, ethyl acetate was added therein, and the mixture was washed with a saturated sodium chloride aqueous solution three times. The organic layers were dried over anhydrous magnesium sulfate and concentr...